Dataset: the Open Reaction Database (ORD), a public repository of structured organic reaction records. Task: describe an organic reaction: reactants, conditions, products, and yield The reactants are O (H2O), C(C1=CC=CC=C1)NC(O)=O.N1N=CC=C1 (pyrazole benzyl carbamate), BrBr (bromine), C([O-])([O-])=O.[K+].[K+] (potassium carbonate). Run in C(Cl)Cl (CH2Cl2). Reaction conditions: time 6 hour. Product: C(C1=CC=CC=C1)NC(O)=O.BrC1=NNC=C1 (bromo-pyrazole benzyl carbamate). The yield is 93.0%. Reaction SMILES: [CH2:1]([NH:8][C:9](=[O:11])[OH:10])[C:2]1[CH:7]=[CH:6][CH:5]=[CH:4][CH:3]=1.[NH:12]1[CH:16]=[CH:15][CH:14]=[N:13]1.C(=O)([O-])[O-].[K+].[K+].[Br:23]Br.O>C(Cl)Cl>[CH2:1]([NH:8][C:9](=[O:10])[OH:11])[C:2]1[CH:7]=[CH:6][CH:5]=[CH:4][CH:3]=1.[Br:23][C:16]1[CH:15]=[CH:14][NH:13][N:12]=1 |f:0.1,2.3.4,8.9|. Procedure details: To a solution of pyrazole benzyl carbamate (115.0 mg, 0.38 mmol), prepared in step A, in 6 mL of CH2Cl2 at room temperature was added solid potassium carbonate in one portion. A solution of bromine was added dropwise to the stirred mixture. After 6 h, 30 mL of H2O was added, and the mixture was extracted with CH2Cl2 (30 mL×3). The combined organic extracts were washed with a 10% Na2S2O3 aqueous solution (20 mL), a saturated NaHCO3 aqueous solution (20 mL) and brine (20 mL), and dried with Na2SO4... Reaction SMILES: [C:1]1([CH2:7][C:8]2[CH:13]=[CH:12][CH:11]=[CH:10][CH:9]=2)[CH:6]=[CH:5][CH:4]=[CH:3][CH:2]=1.[C:14](Cl)(=[O:17])[CH:15]=[CH2:16].[Cl-].[Al+3].[Cl-].[Cl-]>ClCCl>[C:14]([CH:7]([C:8]1[CH:9]=[CH:10][CH:11]=[CH:12][CH:13]=1)[C:1]1[CH:6]=[CH:5][CH:4]=[CH:3][CH:2]=1)(=[O:17])[CH:15]=[CH2:16] |f:2.3.4.5|. Procedure details: Diphenylmethane (168 mg), acryloyl chloride (200 mg), and aluminium chloride (280 mg) were reacted in dichloromethane (2 mL) at from −40° C. to room temperature for 2 hours. The resultant was treated in the same manner as described in Example 1 to obtain the title compound (190 mg). Starting materials: C1(=CC=CC=C1)CC1=CC=CC=C1 (Diphenylmethane), C(C=C)(=O)Cl (acryloyl chloride), [Cl-].[Al+3].[Cl-].[Cl-] (aluminium chloride). The product is C(C=C)(=O)C(C1=CC=CC=C1)C1=CC=CC=C1 (Acryloyldiphenylmethane). The yield is 85.6%. Run in ClCCl (dichloromethane).